From a dataset of the Open Reaction Database (ORD), a public repository of structured organic reaction records. describe an organic reaction: reactants, conditions, products, and yield Starting materials: NC=1SC2=C(N1)C=CC(=C2)OC(F)(F)F (2-amino-6-trifluoromethoxybenzothiazole), C(C)N(C(CCl)=O)CC (N,N-diethylchloroacetamide), [I-].[Na+] (sodium iodide). Run in C(C)C(=O)C (methyl ethyl ketone). Reaction conditions: temperature 20 celsius. Yields the product C(C)N(C(CN1C(SC2=C1C=CC(=C2)OC(F)(F)F)=N)=O)CC (N,N-Diethyl-(2-imino-6-trifluoromethoxy-3-benzothiazolinyl)acetamide). Isolated yield 30.1%. Reaction SMILES: [NH2:1][C:2]1[S:3][C:4]2[CH:10]=[C:9]([O:11][C:12]([F:15])([F:14])[F:13])[CH:8]=[CH:7][C:5]=2[N:6]=1.[CH2:16]([N:18]([CH2:23][CH3:24])[C:19](=[O:22])[CH2:20]Cl)[CH3:17].[I-].[Na+]>C(C(C)=O)C>[CH2:16]([N:18]([CH2:23][CH3:24])[C:19](=[O:22])[CH2:20][N:6]1[C:5]2[CH:7]=[CH:8][C:9]([O:11][C:12]([F:15])([F:13])[F:14])=[CH:10][C:4]=2[S:3][C:2]1=[NH:1])[CH3:17] |f:2.3|. Reported procedure: The procedure is as in Example 21, starting with 2-amino-6-trifluoromethoxybenzothiazole (9.4 g), N,N-diethylchloroacetamide (12 g) and sodium iodide (13.5 g) in methyl ethyl ketone (30 cc). The mixture is heated for 16 hours to boiling and then cooled to a temperature in the region of 20° C. The reaction medium is added to distilled water (100 cc), treated with IN sodium hydroxide (50 cc) and then extracted with ethyl acetate (150 cc). After drying over magnesium sulphate and then concentrating... Reactants: OCC1=CC=C(C=C1)O (4-hydroxymethylphenol), 4-diazabicyclo[2.2.2]octane, CN(C(=O)Cl)C1=CC=CC=C1 (N-methyl-N-phenylcarbamoyl chloride). The solvent is C(Cl)Cl (CH2Cl2), C(Cl)Cl (CH2Cl2). Conditions: time 16 hour. Product: OCC1=CC=C(C=C1)OC(N(C1=CC=CC=C1)C)=O (Methyl-phenyl-carbamic acid 4-hydroxymethyl-phenyl ester). Yield: 84.7%. RXN SMILES: [OH:1][CH2:2][C:3]1[CH:8]=[CH:7][C:6]([OH:9])=[CH:5][CH:4]=1.[CH3:10][N:11]([C:15]1[CH:20]=[CH:19][CH:18]=[CH:17][CH:16]=1)[C:12](Cl)=[O:13]>C(Cl)Cl>[OH:1][CH2:2][C:3]1[CH:8]=[CH:7][C:6]([O:9][C:12](=[O:13])[N:11]([CH3:10])[C:15]2[CH:20]=[CH:19][CH:18]=[CH:17][CH:16]=2)=[CH:5][CH:4]=1. Reported procedure: To a solution of 4-hydroxymethylphenol (10 mmol) and 4-diazabicyclo[2.2.2]octane (DABCO) (10 mmol) in CH2Cl2 (30 mL) was added N-methyl-N-phenylcarbamoyl chloride (10 mmol). The reaction mixture was stirred for 16 hours at rt, added CH2Cl2 (20 mL) and washed with 1M aqueous HCl and brine. The organic phase was dried (MgSO4) and evaporated to give the crude product which was purified by FC (Quad flash 40 EtOAc-Heptane 1:1) to give 2.18 g (85%) of the title compound as an oil. Starting materials: CC(=O)O, CC(=O)O, CC#N, CC(C)C1=C(C(=O)N2CC(F)CC2C(=O)N2CC3(CC3)N(C(=O)OC(C)(C)C)CC2CO)SC2=NC(C)(c3ccc(Cl)nc3)C(c3ccc(Cl)c(F)c3)N21, Ic1ccccc1, [Na+], [Na+], O, O=S([O-])([O-])=S. The product is CC(C)C1=C(C(=O)N2CC(F)CC2C(=O)N2CC3(CC3)N(C(=O)OC(C)(C)C)CC2C(=O)O)SC2=NC(C)(c3ccc(Cl)nc3)C(c3ccc(Cl)c(F)c3)N21. As a reaction SMILES: [C:55]([OH:56])(=[O:57])[CH3:58].[C:59]([OH:60])(=[O:61])[CH3:62].[CH3:77][C:78]#[N:79].[Cl:1][c:2]1[c:3]([F:54])[cH:4][c:5]([CH:8]2[C:9]([CH3:46])([c:47]3[cH:48][n:49][c:50]([Cl:53])[cH:51][cH:52]3)[N:10]=[C:11]3[S:12][C:13]([C:19](=[O:20])[N:21]4[CH:22]([C:23](=[O:24])[N:25]5[CH:26]([CH2:40][OH:41])[CH2:27][N:28]([C:33](=[O:34])[O:35][C:36]([CH3:37])([CH3:38])[CH3:39])[C:29]6([CH2:30][CH2:31]6)[CH2:32]5)[CH2:42][CH:43]([F:45])[CH2:44]4)=[C:14]([CH:16]([CH3:17])[CH3:18])[N:15]23)[cH:6][cH:7]1.[I:63][c:64]1[cH:65][cH:66][cH:67][cH:68][cH:69]1.[Na+:75].[Na+:76].[OH2:80].[S:70]([O-:71])([O-:72])(=[O:73])=[S:74]>>[Cl:1][c:2]1[c:3]([F:54])[cH:4][c:5]([CH:8]2[C:9]([CH3:46])([c:47]3[cH:48][n:49][c:50]([Cl:53])[cH:51][cH:52]3)[N:10]=[C:11]3[S:12][C:13]([C:19](=[O:20])[N:21]4[CH:22]([C:23](=[O:24])[N:25]5[CH:26]([C:40](=[O:41])[OH:57])[CH2:27][N:28]([C:33](=[O:34])[O:35][C:36]([CH3:37])([CH3:38])[CH3:39])[C:29]6([CH2:30][CH2:31]6)[CH2:32]5)[CH2:42][CH:43]([F:45])[CH2:44]4)=[C:14]([CH:16]([CH3:17])[CH3:18])[N:15]23)[cH:6][cH:7]1. Starting materials: COc1c(C(C)(C)C)cc(C(=O)O)cc1C(C)(C)C, CCOC(=O)C1CC(NC(=O)CCCCC(c2ccc(F)cc2)c2ccc(F)cc2)CN1, ClCCCl, CN(C)c1ccncc1, ClCCl. Product: CCOC(=O)C1CC(NC(=O)CCCCC(c2ccc(F)cc2)c2ccc(F)cc2)CN1C(=O)c1cc(C(C)(C)C)c(OC)c(C(C)(C)C)c1. RXN SMILES: [C:33]([CH3:34])([CH3:35])([CH3:36])[c:37]1[cH:38][c:39]([C:40](=[O:41])[OH:42])[cH:43][c:44]([C:48]([CH3:49])([CH3:50])[CH3:51])[c:45]1[O:46][CH3:47].[CH2:1]([CH3:2])[O:3][C:4](=[O:5])[CH:6]1[NH:7][CH2:8][CH:9]([NH:11][C:12]([CH2:13][CH2:14][CH2:15][CH2:16][CH:17]([c:18]2[cH:19][cH:20][c:21]([F:24])[cH:22][cH:23]2)[c:25]2[cH:26][cH:27][c:28]([F:31])[cH:29][cH:30]2)=[O:32])[CH2:10]1.[CH2:52]([Cl:53])[CH2:54][Cl:55].[CH3:59][N:60]([c:61]1[cH:62][cH:63][n:64][cH:65][cH:66]1)[CH3:67].[Cl:56][CH2:57][Cl:58]>>[CH2:1]([CH3:2])[O:3][C:4](=[O:5])[CH:6]1[N:7]([C:40]([c:39]2[cH:38][c:37]([C:33]([CH3:34])([CH3:35])[CH3:36])[c:45]([O:46][CH3:47])[c:44]([C:48]([CH3:49])([CH3:50])[CH3:51])[cH:43]2)=[O:41])[CH2:8][CH:9]([NH:11][C:12]([CH2:13][CH2:14][CH2:15][CH2:16][CH:17]([c:18]2[cH:19][cH:20][c:21]([F:24])[cH:22][cH:23]2)[c:25]2[cH:26][cH:27][c:28]([F:31])[cH:29][cH:30]2)=[O:32])[CH2:10]1. Reactants: BrCC(C(=O)OCC)=O (Ethyl 3-bromo-2-oxopropanoate), CC(C(N)=S)(C)C (2,2-dimethylpropanethioamide). Run in C(C)O (ethanol), CCOC(=O)C (EtOAc). Yields the product CCCC(C)C (iso-hexane), C(C)(C)(C)C=1SC=C(N1)C(=O)OCC (ethyl 2-tert-butylthiazole-4-carboxylate). Reaction SMILES: Br[CH2:2][C:3](=O)[C:4]([O:6][CH2:7][CH3:8])=[O:5].[CH3:10][C:11]([CH3:16])([CH3:15])[C:12](=[S:14])[NH2:13]>C(O)C.CCOC(C)=O>[CH3:10][CH2:11][CH2:12][CH:3]([CH3:2])[CH3:4].[C:11]([C:12]1[S:14][CH:2]=[C:3]([C:4]([O:6][CH2:7][CH3:8])=[O:5])[N:13]=1)([CH3:16])([CH3:15])[CH3:10]. Procedure details: Ethyl 3-bromo-2-oxopropanoate (6.20 mL, 49.40 mmol) was added very carefully to a stirred solution of 2,2-dimethylpropanethioamide (5.79 g, 49.40 mmol) in ethanol (60 mL). The solution was then heated under reflux for 16 h. After cooling, the reaction mixture was diluted with EtOAc, washed with saturated aqueous sodium bicarbonate solution and evaporated in vacuo. Purification by silica gel chromatography (Biotage, 100 g) eluting with EtOAc: iso-hexane, 1:10 gave the sub-title compound as a yell...